From a dataset of the Open Reaction Database (ORD), a public repository of structured organic reaction records. describe an organic reaction: reactants, conditions, products, and yield Starting materials: [BH4-], O=C(c1cccc2ccccc12)N1CCC(N(Cc2ccnc3ccccc23)C(=O)C(F)(F)F)CC1Cc1ccccc1, [Na+]. Yields the product O=C(c1cccc2ccccc12)N1CCC(NCc2ccnc3ccccc23)CC1Cc1ccccc1. As a reaction SMILES: [BH4-:44].[CH2:1]([c:2]1[cH:3][cH:4][cH:5][cH:6][cH:7]1)[CH:8]1[N:9]([C:32](=[O:33])[c:34]2[cH:35][cH:36][cH:37][c:38]3[cH:39][cH:40][cH:41][cH:42][c:43]23)[CH2:10][CH2:11][CH:12]([N:14]([C:15](=[O:16])[C:17]([F:18])([F:19])[F:20])[CH2:21][c:22]2[cH:23][cH:24][n:25][c:26]3[cH:27][cH:28][cH:29][cH:30][c:31]23)[CH2:13]1.[Na+:45]>>[CH2:1]([c:2]1[cH:3][cH:4][cH:5][cH:6][cH:7]1)[CH:8]1[N:9]([C:32](=[O:33])[c:34]2[cH:35][cH:36][cH:37][c:38]3[cH:39][cH:40][cH:41][cH:42][c:43]23)[CH2:10][CH2:11][CH:12]([NH:14][CH2:21][c:22]2[cH:23][cH:24][n:25][c:26]3[cH:27][cH:28][cH:29][cH:30][c:31]23)[CH2:13]1.